This data is from the Open Reaction Database (ORD), a public repository of structured organic reaction records. The task is: describe an organic reaction: reactants, conditions, products, and yield The reactants are C(C)C1=CC=C(NCC(C)C)C=C1 (4-ethyl-N-isobutylaniline), BrC1=C(C(=O)OC)C=C(C=C1)S(=O)(=O)Cl (methyl 2-bromo-5-(chlorosulfonyl)benzoate). Solvent: N1=CC=CC=C1 (pyridine). Run at temperature 20 celsius, time 30 minute. Yields the product BrC1=C(C(=O)OC)C=C(C=C1)S(N(CC(C)C)C1=CC=C(C=C1)CC)(=O)=O (Methyl 2-bromo-5-(N-(4-ethylphenyl)-N-isobutylsulfamoyl)benzoate). RXN SMILES: [CH2:1]([C:3]1[CH:13]=[CH:12][C:6]([NH:7][CH2:8][CH:9]([CH3:11])[CH3:10])=[CH:5][CH:4]=1)[CH3:2].[Br:14][C:15]1[CH:24]=[CH:23][C:22]([S:25](Cl)(=[O:27])=[O:26])=[CH:21][C:16]=1[C:17]([O:19][CH3:20])=[O:18]>N1C=CC=CC=1>[Br:14][C:15]1[CH:24]=[CH:23][C:22]([S:25](=[O:27])(=[O:26])[N:7]([C:6]2[CH:12]=[CH:13][C:3]([CH2:1][CH3:2])=[CH:4][CH:5]=2)[CH2:8][CH:9]([CH3:10])[CH3:11])=[CH:21][C:16]=1[C:17]([O:19][CH3:20])=[O:18]. Procedure details: To a solution of 4-ethyl-N-isobutylaniline (400 mg, 2.256 mmol) in pyridine (2 mL) stirred in air at 20° C. was added methyl 2-bromo-5-(chlorosulfonyl)benzoate (707 mg, 2.256 mmol) portionwise, over 30 minutes. The reaction mixture was stirred at 20° C. for 30 minutes, then left to stand overnight. The solvent was evaporated in vacuo to give the crude product as a sticky yellow solid. This was triturated with methanol and filtered and dried to give the desired product as a white solid, 600 mg. L... Procedure details: Reaction of 8-(1-methylpyrazol-4-yl)-[1,2,4]triazolo[1,5-a]pyrazin-2-amine with 1-(4-chlorophenyl)-1-cyclopropanecarbonitrile following general procedure 2 gives the title compound as a solid. RXN SMILES: [CH3:1][N:2]1[CH:6]=[C:5]([C:7]2[C:8]3[N:9]([N:13]=[C:14]([NH2:16])[N:15]=3)[CH:10]=[CH:11][N:12]=2)[CH:4]=[N:3]1.Cl[C:18]1[CH:23]=[CH:22][C:21]([C:24]2([C:27]#[N:28])[CH2:26][CH2:25]2)=[CH:20][CH:19]=1>>[CH3:1][N:2]1[CH:6]=[C:5]([C:7]2[C:8]3[N:9]([N:13]=[C:14]([NH:16][C:18]4[CH:23]=[CH:22][C:21]([C:24]5([C:27]#[N:28])[CH2:25][CH2:26]5)=[CH:20][CH:19]=4)[N:15]=3)[CH:10]=[CH:11][N:12]=2)[CH:4]=[N:3]1. Yields the product CN1N=CC(=C1)C=1C=2N(C=CN1)N=C(N2)NC2=CC=C(C=C2)C2(CC2)C#N (1-{4-[8-(1-methyl-1H-pyrazol-4-yl)-[1,2,4]triazolo[1,5-a]pyrazin-2-ylamino]-phenyl}-cyclopropanecarbonitrile). Reactants: CN1N=CC(=C1)C=1C=2N(C=CN1)N=C(N2)N (8-(1-methylpyrazol-4-yl)-[1,2,4]triazolo[1,5-a]pyrazin-2-amine), ClC1=CC=C(C=C1)C1(CC1)C#N (1-(4-chlorophenyl)-1-cyclopropanecarbonitrile). The reactants are CCN(C(C)C)C(C)C (DIPEA), C(C)(C)(C)OC(=O)N1CCC(CC1)N (4-amino-piperidine-1-carboxylic acid tert-butyl ester), ClC=1N=NC(=CC1Cl)Cl (3,4,6-Trichloropyridazin). Procedure details: 3,4,6-Trichloropyridazin (10.5 g; 57.25 mmol) was dissolved in 10 ml of dry NMP. Afterwards were added DIPEA (28.4 ml; 171.73 mmol) and 4-amino-piperidine-1-carboxylic acid tert-butyl ester (12.04 g; 60.11 mmol) and all let stir at ambient temperature for 16 hours and 3 hours at 50° C. The reaction mixture was purified by using reversed phase chromatography under basic conditions. Conditions: temperature 50 celsius, time 3 hour. Reaction SMILES: [Cl:1][C:2]1[N:3]=[N:4][C:5]([Cl:9])=[CH:6][C:7]=1Cl.CCN(C(C)C)C(C)C.[C:19]([O:23][C:24]([N:26]1[CH2:31][CH2:30][CH:29]([NH2:32])[CH2:28][CH2:27]1)=[O:25])([CH3:22])([CH3:21])[CH3:20]>CN1C(=O)CCC1>[C:19]([O:23][C:24]([N:26]1[CH2:31][CH2:30][CH:29]([NH:32][C:7]2[CH:6]=[C:5]([Cl:9])[N:4]=[N:3][C:2]=2[Cl:1])[CH2:28][CH2:27]1)=[O:25])([CH3:22])([CH3:20])[CH3:21]. The solvent is CN1CCCC1=O (NMP). Yields the product C(C)(C)(C)OC(=O)N1CCC(CC1)NC1=C(N=NC(=C1)Cl)Cl (4-(3,6-Dichloro-pyridazin-4-ylamino)-piperidine-1-carboxylic acid tert-butyl ester). Starting materials: COC1=C(CN2CC3(CC3C2=O)C=O)C=CC(=C1)OC (3-(2,4-dimethoxybenzyl)-4-oxo-3-azabicyclo[3.1.0]hexane-1-carbaldehyde), O.O.P(=O)(O)(O)[O-].[Na+] (sodium dihydrogenphosphate dihydrate), CC(C)=CC (2-methyl-2-butene), Cl(=O)[O-].[Na+] (sodium chlorite). Solvent: C(C)(C)(C)O.O1CCCC1.O (tert-butanol tetrahydrofuran water), O (water). Reaction conditions: temperature 0 celsius, time 24 hour. Yields the product COC1=C(CN2CC3(CC3C2=O)C(=O)O)C=CC(=C1)OC (3-(2,4-Dimethoxybenzyl)-4-oxo-3-azabicyclo[3.1.0]hexane-1-carboxylic acid). Isolated yield 32.4%. As a reaction SMILES: [CH3:1][O:2][C:3]1[CH:18]=[C:17]([O:19][CH3:20])[CH:16]=[CH:15][C:4]=1[CH2:5][N:6]1[C:11](=[O:12])[CH:10]2[C:8]([CH:13]=[O:14])([CH2:9]2)[CH2:7]1.O.O.P([O-])(O)(O)=[O:24].[Na+].CC(=CC)C.Cl([O-])=O.[Na+]>C(O)(C)(C)C.O1CCCC1.O.O>[CH3:1][O:2][C:3]1[CH:18]=[C:17]([O:19][CH3:20])[CH:16]=[CH:15][C:4]=1[CH2:5][N:6]1[C:11](=[O:12])[CH:10]2[C:8]([C:13]([OH:24])=[O:14])([CH2:9]2)[CH2:7]1 |f:1.2.3.4,6.7,8.9.10|. Procedure: Under argon atmosphere, to a solution of 3-(2,4-dimethoxybenzyl)-4-oxo-3-azabicyclo[3.1.0]hexane-1-carbaldehyde (10.8 mg) in tert-butanol/tetrahydrofuran/water (4/3/1, 0.5 ml) was added sodium dihydrogenphosphate dihydrate (20.2 mg) at room temperature. This reaction mixture was cooled to 0° C., 2-methyl-2-butene (18 μl) and sodium chlorite (9.0 mg) were sequentially added thereto, and then the mixture was stirred at room temperature for 24 hours. This reaction mixture was cooled to 0° C., and t... Starting materials: C(C)(C)(C)OC(=O)N1CC2=CC(=CC=C2CC1)OCC1CCN(CC1)C1=C(C=NC=C1)C(=O)OC (7-[1-(3-methoxycarbonylpyridin-4-yl)piperidin-4-ylmethoxy]-1,2,3,4-tetrahydroisoquinoline-2-carboxylic acid tert-butyl ester), FC(C(=O)O)(F)F (trifluoroacetic acid). The solvent is C(Cl)(Cl)Cl (chloroform). Conditions: time 1 hour. Product: COC(=O)C=1C=NC=CC1N1CCC(CC1)COC1=CC=C2CCNCC2=C1 (4-[4-(1,2,3,4-Tetrahydroisoquinolin-7-yloxymethyl)piperidin-1-yl]pyridine-3-carboxylic Acid Methyl Ester). The yield is 102.4%. Reaction SMILES: C(OC([N:8]1[CH2:17][CH2:16][C:15]2[C:10](=[CH:11][C:12]([O:18][CH2:19][CH:20]3[CH2:25][CH2:24][N:23]([C:26]4[CH:31]=[CH:30][N:29]=[CH:28][C:27]=4[C:32]([O:34][CH3:35])=[O:33])[CH2:22][CH2:21]3)=[CH:13][CH:14]=2)[CH2:9]1)=O)(C)(C)C.FC(F)(F)C(O)=O>C(Cl)(Cl)Cl>[CH3:35][O:34][C:32]([C:27]1[CH:28]=[N:29][CH:30]=[CH:31][C:26]=1[N:23]1[CH2:22][CH2:21][CH:20]([CH2:19][O:18][C:12]2[CH:11]=[C:10]3[C:15]([CH2:16][CH2:17][NH:8][CH2:9]3)=[CH:14][CH:13]=2)[CH2:25][CH2:24]1)=[O:33]. Procedure: To a solution of 7-[1-(3-methoxycarbonylpyridin-4-yl)piperidin-4-ylmethoxy]-1,2,3,4-tetrahydroisoquinoline-2-carboxylic acid tert-butyl ester (37 mg) in chloroform (0.5 ml) was added trifluoroacetic acid (0.15 ml), and the mixture was stirred at room temperature for 1 hour. After completion of the reaction, the solvent was evaporated. To the obtained residue was added aqueous sodium hydrogencarbonate solution, and the mixture was extracted with ethyl acetate. The organic layer was washed success...